describe an organic reaction: reactants, conditions, products, and yield From a dataset of the Open Reaction Database (ORD), a public repository of structured organic reaction records. The reactants are COc1ccc(CNc2nc(CCl)cs2)c(OC)c1, ClCCl, O=C=NCc1cccc(F)c1. The product is COc1ccc(CN(C(=O)NCc2cccc(F)c2)c2nc(CCl)cs2)c(OC)c1. As a reaction SMILES: [Cl:1][CH2:2][c:3]1[n:4][c:5]([NH:8][CH2:9][c:10]2[c:11]([O:18][CH3:19])[cH:12][c:13]([O:16][CH3:17])[cH:14][cH:15]2)[s:6][cH:7]1.[Cl:31][CH2:32][Cl:33].[F:20][c:21]1[cH:22][c:23]([CH2:24][N:25]=[C:26]=[O:27])[cH:28][cH:29][cH:30]1>>[Cl:1][CH2:2][c:3]1[n:4][c:5]([N:8]([CH2:9][c:10]2[c:11]([O:18][CH3:19])[cH:12][c:13]([O:16][CH3:17])[cH:14][cH:15]2)[C:26]([NH:25][CH2:24][c:23]2[cH:22][c:21]([F:20])[cH:30][cH:29][cH:28]2)=[O:27])[s:6][cH:7]1. Starting materials: Br (HBr), ClC=1C=C(C=CC1Cl)C(CCN1CCC2(CC1)CN(C1=CC=CC=C12)C(=O)OCC1=CC=CC=C1)C(COCC1=CC(=CC(=C1)Cl)Cl)=O (phenylmethyl 1'-[3-(3,4-dichlorophenyl)-5-[(3,5-dichlorophenyl)methoxy]-4-oxopentyl]-1,2-dihydro-spiro[3H-indole-3,4'-piperidine]-1-carboxylate), CCOCC (Et2O). Solvent: C(C)(=O)O (acetic acid), C(C)(=O)O (acetic acid). Reaction conditions: time 4 hour. The product is ClC=1C=C(C=C(C1)Cl)COCC(C(CCN1CCC2(CC1)CNC1=CC=CC=C12)C1=CC(=C(C=C1)Cl)Cl)=O (1'-[5-[[3,5-Dichlorophenyl]methoxy]-3-(3,4-dichlorophenyl)-4-oxopentyl]-1,2-dihydro-spiro[3H-indole-3,4'-piperidine]). RXN SMILES: Br.[Cl:2][C:3]1[CH:4]=[C:5]([CH:10]([C:37](=[O:49])[CH2:38][O:39][CH2:40][C:41]2[CH:46]=[C:45]([Cl:47])[CH:44]=[C:43]([Cl:48])[CH:42]=2)[CH2:11][CH2:12][N:13]2[CH2:18][CH2:17][C:16]3([C:26]4[C:21](=[CH:22][CH:23]=[CH:24][CH:25]=4)[N:20](C(OCC4C=CC=CC=4)=O)[CH2:19]3)[CH2:15][CH2:14]2)[CH:6]=[CH:7][C:8]=1[Cl:9].CCOCC>C(O)(=O)C>[Cl:48][C:43]1[CH:42]=[C:41]([CH2:40][O:39][CH2:38][C:37](=[O:49])[CH:10]([C:5]2[CH:6]=[CH:7][C:8]([Cl:9])=[C:3]([Cl:2])[CH:4]=2)[CH2:11][CH2:12][N:13]2[CH2:14][CH2:15][C:16]3([C:26]4[C:21](=[CH:22][CH:23]=[CH:24][CH:25]=4)[NH:20][CH2:19]3)[CH2:17][CH2:18]2)[CH:46]=[C:45]([Cl:47])[CH:44]=1. Reported procedure: Add a solution of HBr (gas) in acetic acid (3.0 ml) to phenylmethyl 1'-[3-(3,4-dichlorophenyl)-5-[(3,5-dichlorophenyl)methoxy]-4-oxopentyl]-1,2-dihydro-spiro[3H-indole-3,4'-piperidine]-1-carboxylate [0.250 g, 0.34 mmoles) dissolved in glacial acetic acid (2.0 ml). Stir the solution at room temperature for 4 h, then add Et2O (30 ml). Decant the liquid and wash the resultant solid with Et2O. Suspend the solid in water (10 ml) and add 1.0M aqueous KOH (5.0 ml). Extract the mixture with Et2O (3×30 m... Reactants: CC(C)(C)c1ccc(Nc2ncnc3c2CCNC3)cc1, O=C([O-])[O-], Clc1cccnc1Cl, [K+], [K+], CN(C)C=O, O. Product: CC(C)(C)c1ccc(Nc2ncnc3c2CCN(c2ncccc2Cl)C3)cc1, Cl. Reaction SMILES: [C:1]([CH3:2])([CH3:3])([CH3:4])[c:5]1[cH:6][cH:7][c:8]([NH:11][c:12]2[c:13]3[c:14]([n:15][cH:16][n:17]2)[CH2:18][NH:19][CH2:20][CH2:21]3)[cH:9][cH:10]1.[C:30](=[O:31])([O-:32])[O-:33].[Cl:22][c:23]1[n:24][cH:25][cH:26][cH:27][c:28]1[Cl:29].[K+:34].[K+:35].[O:36]=[CH:37][N:38]([CH3:39])[CH3:40].[OH2:41]>>[C:1]([CH3:2])([CH3:3])([CH3:4])[c:5]1[cH:6][cH:7][c:8]([NH:11][c:12]2[c:13]3[c:14]([n:15][cH:16][n:17]2)[CH2:18][N:19]([c:23]2[n:24][cH:25][cH:26][cH:27][c:28]2[Cl:29])[CH2:20][CH2:21]3)[cH:9][cH:10]1.[ClH:22]. Starting materials: C([O-])([O-])=O.[Na+].[Na+] (sodium carbonate), CN(C1=CC=CC=C1)C (N,N-Dimethylaniline), P(=O)(Cl)(Cl)Cl (phosphorus oxychloride), C(C1=CC=CC=C1)N1CC2=NC(=NC(C2CC1)=O)SC (7-benzyl-5,6,7,8-tetrahydro-2-(methylthio)pyrido[3,4-d]pyrimidin-4(4aH)-one). The solvent is ClCCCl (1,2-dichloroethane). Reaction conditions: temperature 90 celsius, time 1 hour. The product is C(C1=CC=CC=C1)N1CC=2N=C(N=C(C2CC1)Cl)SC (7-Benzyl-4-chloro-5,6,7,8-tetrahydro-2-(methylthio)pyrido[3,4-d]pyrimidine). Reaction SMILES: CN(C)C1C=CC=CC=1.P(Cl)(Cl)([Cl:12])=O.[CH2:15]([N:22]1[CH2:31][CH2:30][CH:29]2[C:24](=[N:25][C:26]([S:33][CH3:34])=[N:27][C:28]2=O)[CH2:23]1)[C:16]1[CH:21]=[CH:20][CH:19]=[CH:18][CH:17]=1.C(=O)([O-])[O-].[Na+].[Na+]>ClCCCl>[CH2:15]([N:22]1[CH2:31][CH2:30][C:29]2[C:28]([Cl:12])=[N:27][C:26]([S:33][CH3:34])=[N:25][C:24]=2[CH2:23]1)[C:16]1[CH:21]=[CH:20][CH:19]=[CH:18][CH:17]=1 |f:3.4.5|. Reported procedure: N,N-Dimethylaniline (3.2 g, 26.6 mmol) and phosphorus oxychloride (32.6 g, 213 mmol) were added to the solution of 7-benzyl-5,6,7,8-tetrahydro-2-(methylthio)pyrido[3,4-d]pyrimidin-4(4aH)-one (7.6 g, 26.6 mmol) in 1,2-dichloroethane (20 mL, anhydrous) and were stirred in a preheated oil bath at 90° C. for 1 hr. Reaction mixture was poured into ice, neutralized by solid sodium carbonate, extracted by ethyl acetate and dried over sodium sulfate. Solvent was removed in vacuo and light brown oil resi... As a reaction SMILES: [Br:1][c:2]1[cH:3][n:4]([S:23](=[O:24])(=[O:25])[c:26]2[cH:27][cH:28][c:29]([CH3:32])[cH:30][cH:31]2)[c:5]2[n:6][cH:7][cH:8][c:9]([O:11][c:12]3[c:13]([F:22])[cH:14][c:15]([NH:18][C:19]([CH3:20])=[O:21])[cH:16][cH:17]3)[c:10]12.[CH3:33][Zn:34][CH3:35].[CH3:36][C:37](=[O:38])[OH:39].[CH3:47][c:48]1[cH:49][cH:50][cH:51][cH:52][cH:53]1.[ClH:40].[O:41]1[CH2:42][CH2:43][O:44][CH2:45][CH2:46]1>>[c:2]1([CH3:33])[cH:3][n:4]([S:23](=[O:24])(=[O:25])[c:26]2[cH:27][cH:28][c:29]([CH3:32])[cH:30][cH:31]2)[c:5]2[n:6][cH:7][cH:8][c:9]([O:11][c:12]3[c:13]([F:22])[cH:14][c:15]([NH:18][C:19]([CH3:20])=[O:21])[cH:16][cH:17]3)[c:10]12. Starting materials: CC(=O)Nc1ccc(Oc2ccnc3c2c(Br)cn3S(=O)(=O)c2ccc(C)cc2)c(F)c1, C[Zn]C, CC(=O)O, Cc1ccccc1, Cl, C1COCCO1. Product: CC(=O)Nc1ccc(Oc2ccnc3c2c(C)cn3S(=O)(=O)c2ccc(C)cc2)c(F)c1. Starting materials: C(C(=O)Cl)(=O)Cl (oxalyl chloride), [BH4-].[Na+] (sodium tetrahydroborate), Cl (hydrochloric acid), ClC=1C=C2C(=C(N(C(C2=CC1)=O)C)C(=O)O)OC (6-Chloro-4-methoxy-2-methyl-1-oxo-1,2-dihydro-3-isoquinolinecarboxylic acid). The reagents and catalysts are CN(C=O)C (N,N-dimethylformamide). Run in COCCOC (1,2-dimethoxyethane), O1CCCC1 (tetrahydrofuran). Run at time 1 hour. Yields the product ClC=1C=C2C(=C(N(C(C2=CC1)=O)C)CO)OC (6-chloro-3-hydroxymethyl-4-methoxy-2-methyl-1(2H)-isoquinolinone). Isolated yield 66.2%. As a reaction SMILES: [Cl:1][C:2]1[CH:3]=[C:4]2[C:9](=[CH:10][CH:11]=1)[C:8](=[O:12])[N:7]([CH3:13])[C:6]([C:14](O)=[O:15])=[C:5]2[O:17][CH3:18].C(Cl)(=O)C(Cl)=O.[BH4-].[Na+].Cl>O1CCCC1.CN(C)C=O.COCCOC>[Cl:1][C:2]1[CH:3]=[C:4]2[C:9](=[CH:10][CH:11]=1)[C:8](=[O:12])[N:7]([CH3:13])[C:6]([CH2:14][OH:15])=[C:5]2[O:17][CH3:18] |f:2.3|. Procedure: 6-Chloro-4-methoxy-2-methyl-1-oxo-1,2-dihydro-3-isoquinolinecarboxylic acid (0.67 g, 2.5 mmol) was dissolved in tetrahydrofuran (10 ml) and oxalyl chloride (0.26 ml, 3 mmol) and N,N-dimethylformamide (2 drops) were added thereto. The mixture was stirred at room temperature for 1 h. The reaction mixture was concentrated under reduced pressure, and the residue was dissolved in tetrahydrofuran (10 ml). The obtained solution was added dropwise to a suspension of sodium tetrahydroborate (0.33 g, 8.8 ...